Dataset: the Open Reaction Database (ORD), a public repository of structured organic reaction records. Task: describe an organic reaction: reactants, conditions, products, and yield Reactants: CO, Cc1cc([N+](=O)[O-])cnc1-c1ccc(F)cc1Cl. Yields the product Cc1cc(N)cnc1-c1ccc(F)cc1Cl. RXN SMILES: [CH3:19][OH:20].[Cl:1][c:2]1[c:3](-[c:9]2[n:10][cH:11][c:12]([N+:16]([O-:17])=[O:18])[cH:13][c:14]2[CH3:15])[cH:4][cH:5][c:6]([F:8])[cH:7]1>>[Cl:1][c:2]1[c:3](-[c:9]2[n:10][cH:11][c:12]([NH2:16])[cH:13][c:14]2[CH3:15])[cH:4][cH:5][c:6]([F:8])[cH:7]1. Reactants: O=C1CCc2c(Br)cccc21, C#Cc1ccc(CCC(=O)OC)cc1. Yields the product COC(=O)CCc1ccc(C#Cc2cccc3c2CCC3=O)cc1. Reaction SMILES: [Br:15][c:16]1[c:17]2[c:21]([cH:22][cH:23][cH:24]1)[C:20](=[O:25])[CH2:19][CH2:18]2.[C:1](#[CH:2])[c:3]1[cH:4][cH:5][c:6]([CH2:9][CH2:10][C:11](=[O:12])[O:13][CH3:14])[cH:7][cH:8]1>>[C:1](#[C:2][c:16]1[c:17]2[c:21]([cH:22][cH:23][cH:24]1)[C:20](=[O:25])[CH2:19][CH2:18]2)[c:3]1[cH:4][cH:5][c:6]([CH2:9][CH2:10][C:11](=[O:12])[O:13][CH3:14])[cH:7][cH:8]1. Starting materials: CC(C)(C)N, CC#N, Fc1cnc(Cl)nc1Cl. Yields the product CC(C)(C)Nc1nc(Cl)ncc1F. Reaction SMILES: [C:10]([CH3:11])([CH3:12])([CH3:13])[NH2:14].[CH3:15][C:16]#[N:17].[Cl:1][c:2]1[n:3][cH:4][c:5]([F:9])[c:6]([Cl:8])[n:7]1>>[Cl:1][c:2]1[n:3][cH:4][c:5]([F:9])[c:6]([NH:14][C:10]([CH3:11])([CH3:12])[CH3:13])[n:7]1. Reactants: Cl (hydrochloric acid), FC1=CC=C(CN2C(N(C[C@@H]2C)C=2SC(=C(N2)C)C(=O)OCC)=O)C=C1 ((S)-ethyl 2-(3-(4-fluorobenzyl)-4-methyl-2-oxoimidazolidin-1-yl)-4-methylthiazole-5-carboxylate), [OH-].[Li+] (lithium hydroxide). Solvent: O1CCCC1 (tetrahydrofuran), O (water). The product is FC1=CC=C(CN2C(N(C[C@@H]2C)C=2SC(=C(N2)C)C(=O)O)=O)C=C1 ((S)-2-(3-(4-fluorobenzyl)-4-methyl-2-oxoimidazolidin-1-yl)-4-methylthiazole-5-carboxylic acid). Isolated yield 69.4%. RXN SMILES: [F:1][C:2]1[CH:26]=[CH:25][C:5]([CH2:6][N:7]2[C@@H:11]([CH3:12])[CH2:10][N:9]([C:13]3[S:14][C:15]([C:19]([O:21]CC)=[O:20])=[C:16]([CH3:18])[N:17]=3)[C:8]2=[O:24])=[CH:4][CH:3]=1.[OH-].[Li+].Cl>O1CCCC1.O>[F:1][C:2]1[CH:3]=[CH:4][C:5]([CH2:6][N:7]2[C@@H:11]([CH3:12])[CH2:10][N:9]([C:13]3[S:14][C:15]([C:19]([OH:21])=[O:20])=[C:16]([CH3:18])[N:17]=3)[C:8]2=[O:24])=[CH:25][CH:26]=1 |f:1.2|. Reported procedure: To a solution of (S)-ethyl 2-(3-(4-fluorobenzyl)-4-methyl-2-oxoimidazolidin-1-yl)-4-methylthiazole-5-carboxylate (0.50 g, 1.32 mmol) in tetrahydrofuran (20.0 mL) was added a solution of lithium hydroxide (0.16 g, 6.62 mmol) in water (15 mL). The reaction mixture was refluxed for 16 h and followed by the addition of 1 N aqueous hydrochloric acid solution to adjust pH to 2. The mixture was extracted with ethyl acetate (3×40 mL). The organic layer was washed with saturated aqueous sodium chloride s...